This data is from the Open Reaction Database (ORD), a public repository of structured organic reaction records. The task is: describe an organic reaction: reactants, conditions, products, and yield Starting materials: N1(CCOCC1)CCN (2-morpholine-4-yl-ethylamine), ClC1=C2C(=NC=C1)C=C(S2)C(=O)[O-].[Li+] (lithium 7-chloro-thieno[3,2-b]pyridine-2-carboxylate). The product is N1(CCOCC1)CCNC(=O)C1=CC2=NC=CC(=C2S1)Cl (7-Chloro-thieno[3,2-b]pyridine-2-carboxylic acid (2-morpholin-4-yl-ethyl)-amide). As a reaction SMILES: [N:1]1([CH2:7][CH2:8][NH2:9])[CH2:6][CH2:5][O:4][CH2:3][CH2:2]1.[Cl:10][C:11]1[CH:16]=[CH:15][N:14]=[C:13]2[CH:17]=[C:18]([C:20]([O-])=[O:21])[S:19][C:12]=12.[Li+]>>[N:1]1([CH2:7][CH2:8][NH:9][C:20]([C:18]2[S:19][C:12]3[C:13](=[N:14][CH:15]=[CH:16][C:11]=3[Cl:10])[CH:17]=2)=[O:21])[CH2:6][CH2:5][O:4][CH2:3][CH2:2]1 |f:1.2|. Reported procedure: The title compound was prepared from 2-morpholine-4-yl-ethylamine and lithium 7-chloro-thieno[3,2-b]pyridine-2-carboxylate by a procedure analogous to Example 1B. MS: 326/328 (MH+); HPLC Rf: 3.45 min.; HPLC purity 94%. Starting materials: CC1(C=2C=CC(=CC2C(=CC1)C=1SC=CC1)C(=O)O)C (5,5-dimethyl-5,6-dihydro-8-(2-thienyl)-naphthalene-2-carboxylic acid), CC1(C=2C=CC(=CC2C(=CC1)C=1SC=CC1)C(=O)O)C (5,5-dimethyl-5,6-dihydro-8-(2-thienyl)-naphthalene-2-carboxylic acid), OC1=CC=C(C(=O)OCC[Si](C)(C)C)C=C1 (2-trimethylsilylethyl 4-hydroxybenzoate), Cl.CN(CCCN=C=NCC)C (1-(3-dimethylaminopropyl)-3-ethylcarbodiimide hydrochloride), 4-N,N-dimethylaminopyridine, CCOCC (Et2O). Solvent: CN(C)C=O (DMF). Yields the product CC1(C=2C=CC(=CC2C(=CC1)C=1SC=CC1)C(=O)OC1=CC=C(C(=O)OCC)C=C1)C (Ethyl 4-[[(5,5-dimethyl-5,6-dihydro-8-(2-thienyl)-naphthalen-2-yl)carbonyl]oxy]-benzoate). As a reaction SMILES: [CH3:1][C:2]1([CH3:20])[CH2:11][CH:10]=[C:9]([C:12]2[S:13][CH:14]=[CH:15][CH:16]=2)[C:8]2[CH:7]=[C:6]([C:17]([OH:19])=[O:18])[CH:5]=[CH:4][C:3]1=2.O[C:22]1[CH:36]=[CH:35][C:25]([C:26]([O:28][CH2:29][CH2:30][Si](C)(C)C)=[O:27])=[CH:24][CH:23]=1.Cl.CN(C)CCCN=C=NCC.CCOCC>CN(C=O)C>[CH3:1][C:2]1([CH3:20])[CH2:11][CH:10]=[C:9]([C:12]2[S:13][CH:14]=[CH:15][CH:16]=2)[C:8]2[CH:7]=[C:6]([C:17]([O:19][C:22]3[CH:36]=[CH:35][C:25]([C:26]([O:28][CH2:29][CH3:30])=[O:27])=[CH:24][CH:23]=3)=[O:18])[CH:5]=[CH:4][C:3]1=2 |f:2.3|. Procedure: A solution of 5,5-dimethyl-5,6-dihydro-8-(2-thienyl)-naphthalene-2-carboxylic acid (Compound E6, 79.0 mg, 0.280 mmol), 2-trimethylsilylethyl 4-hydroxybenzoate (73.3 mg, 0.308 mmol), 1-(3-dimethylaminopropyl)-3-ethylcarbodiimide hydrochloride (70.0 mg, 0.364 mmol), and 4-N,N-dimethylaminopyridine (44.5 mg, 0.364 mmol) in 2.0 mL DMF was stirred overnight at room temperature. Et2O (100 mL) was added and the solution washed with H2O, 5% HCl, saturated aqueous NaCO3, and saturated aqueous NaCl before...